describe an organic reaction: reactants, conditions, products, and yield From a dataset of the Open Reaction Database (ORD), a public repository of structured organic reaction records. Starting materials: C1(=CC=C(C=C1)S(=O)(=O)OCCOCC(F)(F)F)C (2-(2,2,2-trifluoroethoxy)ethyl p-toluenesulfonate), C(C)(=S)[O-].[K+] (potassium thioacetate), O (water). The solvent is CC(=O)C (acetone). Reaction conditions: time 2 day. The product is C(C)(=S)OCCOCC(F)(F)F (2-(2,2,2-Trifluoroethoxy)ethyl thioacetate). Yield: 87.3%. RXN SMILES: C1(C)C=CC(S([O:10][CH2:11][CH2:12][O:13][CH2:14][C:15]([F:18])([F:17])[F:16])(=O)=O)=CC=1.[C:20]([O-])(=[S:22])[CH3:21].[K+].O>CC(C)=O>[C:20]([O:10][CH2:11][CH2:12][O:13][CH2:14][C:15]([F:16])([F:17])[F:18])(=[S:22])[CH3:21] |f:1.2|. Procedure: 2-(2,2,2-trifluoroethoxy)ethyl p-toluenesulfonate (14.0 g, 47 mmol) and potassium thioacetate (10.0 g, 88 mmol) were dissolved in acetone (100 ml) and the mixture was stirred at room temperature for 2 days. The mixture was poured into water and extracted with ethyl acetate. The organic layer was dried over anhydrous magnesium sulfate. After concentration, silica gel column chromatography (n-hexane/ethyl acetate=10/1) gave 2-(2,2,2-Trifluoroethoxy)ethyl thioacetate (8.3 g, 87%) The reactants are [BH3-]C#N.[Na+] (NaCNBH3), CO (Methanol), CNCC1=CC=CC=C1 (Methylbenzylamine), CN1CCC(CC1)=O (1-Methyl-4-piperidone). The solvent is C(C)(=O)O (acetic acid), CO.C(C)(=O)O (methanol acetic acid). Product: CC1=CC=C(CNC2CCN(CC2)C)C=C1 (4-(4-Methylbenzylamino)-1-methylpiperidine). Reaction SMILES: CO.[CH3:3][NH:4][CH2:5][C:6]1[CH:11]=[CH:10][CH:9]=[CH:8][CH:7]=1.[CH3:12][N:13]1[CH2:18][CH2:17]C(=O)[CH2:15][CH2:14]1.[BH3-][C:21]#N.[Na+]>CO.C(O)(=O)C.C(O)(=O)C>[CH3:21][C:9]1[CH:10]=[CH:11][C:6]([CH2:5][NH:4][CH:3]2[CH2:17][CH2:18][N:13]([CH3:12])[CH2:14][CH2:15]2)=[CH:7][CH:8]=1 |f:3.4,5.6|. Procedure: Methanol (50 ml) was added to an Erlenmeyer flask and acetic acid was added under stirring until pH 5. Methylbenzylamine (1.0 g, 8.8 mmol) and 1-Methyl-4-piperidone (1.1 g, 8.8 mmol) were added to a 100 ml round-bottomed flask and dissolved in the methanol/acetic acid (40 ml) solution previously made. The reaction mixture was stirred for 5 min and NaCNBH3 (0.83 g, 13.2 mmol) was added slowly under stirring. After 20 hours the reaction was concentrated and transferred to a separatory funnel conta... The reactants are C(C)(C)NC(C)C (diisopropylamine), C(=O)=O.CC(=O)C (dry ice acetone), CC=1C=CC(=CC1)C(=O)O (p-toluic acid), Cl (hydrochloric acid), C(CCC)[Li] (n-butyllithium), CCCCCC (hexane), C1CO1 (ethylene oxide). Run in O1CCCC1 (tetrahydrofuran), O1CCCC1 (tetrahydrofuran), O1CCCC1 (tetrahydrofuran), CN(C)P(=O)(N(C)C)N(C)C (HMPA), O1CCCC1 (tetrahydrofuran). Conditions: time 20 minute. The product is OCCCC1=CC=C(C(=O)O)C=C1 (4-Hydroxypropylbenzoic acid). The yield is 27.7%. RXN SMILES: C(NC(C)C)(C)C.C(=O)=O.[CH3:11][C:12](C)=[O:13].C([Li])CCC.CCCCCC.[CH3:26][C:27]1[CH:28]=[CH:29][C:30]([C:33]([OH:35])=[O:34])=[CH:31][CH:32]=1.C1OC1.Cl>O1CCCC1.CN(P(N(C)C)(N(C)C)=O)C>[OH:13][CH2:12][CH2:11][CH2:26][C:27]1[CH:32]=[CH:31][C:30]([C:33]([OH:35])=[O:34])=[CH:29][CH:28]=1 |f:1.2|. Reported procedure: To a chilled and stirred solution of diisopropylamine (4.63 ml, 33 mmole) in 20 ml of dry tetrahydrofuran at -78° C. (dry ice-acetone bath) under nitrogen was added dropwise 1.7M n-butyllithium in hexane (19.4 ml, 33 mmole). After 20 minutes, a solution of p-toluic acid (2.042 g, 15 mmole) in 20 ml of dry tetrahydrofuran was added dropwise. After strirring at -78° for another 1.5 hours, HMPA (4 ml) was added and then immediately followed by a solution of dry ethylene oxide (2.99 g, 67.9 mmole) i...